describe an organic reaction: reactants, conditions, products, and yield From a dataset of the Open Reaction Database (ORD), a public repository of structured organic reaction records. Run in CN(C)C=O (DMF). Reported procedure: To a solution of 3-bromo-4-methylbenzoic acid (1.0 equiv.) in DMF (1.2M) was added EDC (1.0 equiv.) and HOBt (1.0 equiv.) followed by 3-trifluoromethylaniline (1.0 equiv.) and the reaction was stirred at ambient temperature for 48 h. The reaction mixture was partitioned between ethyl acetate and water. The separated organic layer was dried with sodium sulfate and concentrated under vacuo. The concentrated crude was purified via silica gel chromatography and eluted with 0 to 100% ethyl acetate in... Starting materials: BrC=1C=C(C(=O)O)C=CC1C (3-bromo-4-methylbenzoic acid), C(CCl)Cl (EDC), C=1C=CC2=C(C1)N=NN2O (HOBt), FC(C=1C=C(N)C=CC1)(F)F (3-trifluoromethylaniline). As a reaction SMILES: [Br:1][C:2]1[CH:3]=[C:4]([CH:8]=[CH:9][C:10]=1[CH3:11])[C:5]([OH:7])=O.C(Cl)CCl.C1C=CC2N(O)N=NC=2C=1.[F:26][C:27]([F:36])([F:35])[C:28]1[CH:29]=[C:30]([CH:32]=[CH:33][CH:34]=1)[NH2:31]>CN(C=O)C>[Br:1][C:2]1[CH:3]=[C:4]([CH:8]=[CH:9][C:10]=1[CH3:11])[C:5]([NH:31][C:30]1[CH:32]=[CH:33][CH:34]=[C:28]([C:27]([F:26])([F:35])[F:36])[CH:29]=1)=[O:7]. The yield is 83.0%. Yields the product BrC=1C=C(C(=O)NC2=CC(=CC=C2)C(F)(F)F)C=CC1C (3-bromo-4-methyl-N-(3-(trifluoromethyl)phenyl)benzamide). Run at time 48 hour. The reactants are BrCCCBr, CCOC(=O)C(C)C, [Li]CCCC, CCCCCC, CC(C)NC(C)C, [Cl-], [NH4+], C1CCOC1. Yields the product CCOC(=O)C(C)(C)CCCBr. As a reaction SMILES: [Br:27][CH2:28][CH2:29][CH2:30][Br:31].[C:19]([CH:20]([CH3:21])[CH3:22])(=[O:23])[O:24][CH2:25][CH3:26].[CH2:14]([Li:15])[CH2:16][CH2:17][CH3:18].[CH3:8][CH2:9][CH2:10][CH2:11][CH2:12][CH3:13].[CH:1]([NH:2][CH:3]([CH3:4])[CH3:5])([CH3:6])[CH3:7].[Cl-:32].[NH4+:33].[O:34]1[CH2:35][CH2:36][CH2:37][CH2:38]1>>[C:19]([C:20]([CH3:21])([CH3:22])[CH2:30][CH2:29][CH2:28][Br:27])(=[O:23])[O:24][CH2:25][CH3:26].